Dataset: the Open Reaction Database (ORD), a public repository of structured organic reaction records. Task: describe an organic reaction: reactants, conditions, products, and yield Starting materials: stainless steel, C=CC (propylene), C(CC)O (n-propyl alcohol), N (ammonia), C=CC (propylene), O (water), [I-].[NH4+] (ammonium iodide). The solvent is C(C)(C)O (isopropyl alcohol). Run at temperature 335 celsius. Yields the product C(C)(C)N (monoisopropylamine), C(C)(C)NC(C)C (diisopropylamine), hydrocarbon. Reaction SMILES: [NH3:1].[CH2:2]=[CH:3][CH3:4].O.[I-].[NH4+].[CH2:8](O)[CH2:9][CH3:10]>C(O)(C)C>[CH:3]([NH2:1])([CH3:4])[CH3:2].[CH:3]([NH:1][CH:9]([CH3:10])[CH3:8])([CH3:4])[CH3:2] |f:3.4|. Procedure: A mixture of 16.9 g (1.0 mole) of anhydrous ammonia, 21.1 g (0.5 mole) of propylene, 50.0 g water and 43.5 g (0.3 mole) of ammonium iodide were charged to a 300 cm3 stainless steel autoclave. The autoclave was heated to 335° C. and held there with agitation. A total of 5.8 g of monoisopropylamine, 0.13 g of diisopropylamine, 1.6 g isopropyl alcohol, 0.20 g of n-propyl alcohol and 0.6 g of a hydrocarbon oil were obtained, corresponding to a propylene conversion of 29% and a combined isopropylamin... Reactants: O=C([O-])[O-], CN(C)CC(=O)O, [Cs+], [Cs+], CON(C(=O)c1cn(C)nc1C(F)F)C(C)c1cccc(I)c1, CN(C)C=O, O, Oc1ccc(Cl)cc1. Yields the product CON(C(=O)c1cn(C)nc1C(F)F)C(C)c1cccc(Oc2ccc(Cl)cc2)c1. As a reaction SMILES: [C:9](=[O:10])([O-:11])[O-:12].[CH3:15][N:16]([CH2:17][C:18](=[O:19])[OH:20])[CH3:21].[Cs+:13].[Cs+:14].[I:22][c:23]1[cH:24][c:25]([CH:29]([CH3:30])[N:31]([C:32](=[O:33])[c:34]2[c:35]([CH:40]([F:41])[F:42])[n:36][n:37]([CH3:39])[cH:38]2)[O:43][CH3:44])[cH:26][cH:27][cH:28]1.[O:45]=[CH:46][N:47]([CH3:48])[CH3:49].[OH2:50].[OH:1][c:2]1[cH:3][cH:4][c:5]([Cl:6])[cH:7][cH:8]1>>[O:1]([c:2]1[cH:3][cH:4][c:5]([Cl:6])[cH:7][cH:8]1)[c:23]1[cH:24][c:25]([CH:29]([CH3:30])[N:31]([C:32](=[O:33])[c:34]2[c:35]([CH:40]([F:41])[F:42])[n:36][n:37]([CH3:39])[cH:38]2)[O:43][CH3:44])[cH:26][cH:27][cH:28]1. Reactants: CC(C)(CC(C)O)O (2-methylpentane-2,4-diol), S(O)(O)(=O)=O (sulfuric acid), C(CC)C1=C(O)C=C(C=C1O)C (2-propyl-5-methyl resorcinol), C(C)(C)OC(C)C (isopropyl ether). Yields the product OC1=CC(=C2C(CC(OC2=C1CCC)(C)C)C)C (7-Hydroxy-8-propyl-2,2,4,5-tetramethylchroman). The yield is 72.6%. RXN SMILES: [CH3:1][C:2](O)([CH2:4][CH:5](O)[CH3:6])[CH3:3].[CH2:9]([C:12]1[C:18]([OH:19])=[CH:17][C:16]([CH3:20])=[CH:15][C:13]=1[OH:14])[CH2:10][CH3:11].C(OC(C)C)(C)C.S(=O)(=O)(O)O>>[OH:19][C:18]1[C:12]([CH2:9][CH2:10][CH3:11])=[C:13]2[C:15]([CH:5]([CH3:6])[CH2:4][C:2]([CH3:3])([CH3:1])[O:14]2)=[C:16]([CH3:20])[CH:17]=1. Procedure details: An amount of 1.77 g. of 2-methylpentane-2,4-diol were added dropwise at the temperature of approximately 60° C. to a mixed solution prepared from 2.49 g. of 2-propyl-5-methyl resorcinol, 15 ml of isopropyl ether and 1 ml of concentrated sulfuric acid. The solution was cooled, and successively washed with water, aqueous 1 N sodium hydroxide solution, and again with water, and then dried over magnesium sulfate. The solvent was distilled off under reduced pressure. The residue was purified by subje... Starting materials: CC1=C(C=C(C=C1)C=1OC(=NN1)C)C1=CC=C(C=C1)C(=O)O (2′-methyl-5′-(5-methyl-1,3,4-oxadiazol-2-yl)-1,1′-biphenyl-4-carboxylic acid), CNC1=CC(=CC=C1)C (N-methyl-N-(3-methylphenyl)amine). Product: CC1=C(C=C(C=C1)C=1OC(=NN1)C)C1=CC=C(C=C1)C(=O)N(C1=CC(=CC=C1)C)C (2′-Methyl-N-methyl-5′-(5-methyl-1,3,4-oxadiazol-2-yl)-N-(3-methylphenyl)-1,1′-biphenyl-4-carboxamide). As a reaction SMILES: [CH3:1][C:2]1[CH:7]=[CH:6][C:5]([C:8]2[O:9][C:10]([CH3:13])=[N:11][N:12]=2)=[CH:4][C:3]=1[C:14]1[CH:19]=[CH:18][C:17]([C:20]([OH:22])=O)=[CH:16][CH:15]=1.[CH3:23][NH:24][C:25]1[CH:30]=[CH:29][CH:28]=[C:27]([CH3:31])[CH:26]=1>>[CH3:1][C:2]1[CH:7]=[CH:6][C:5]([C:8]2[O:9][C:10]([CH3:13])=[N:11][N:12]=2)=[CH:4][C:3]=1[C:14]1[CH:15]=[CH:16][C:17]([C:20]([N:24]([CH3:23])[C:25]2[CH:30]=[CH:29][CH:28]=[C:27]([CH3:31])[CH:26]=2)=[O:22])=[CH:18][CH:19]=1. Procedure: 2′-Methyl-N-methyl-5′-(5-methyl-1,3,4-oxadiazol-2-yl)-N-(3-methylphenyl)-1,1′-biphenyl-4-carboxamide was prepared from 2′-methyl-5′-(5-methyl-1,3,4-oxadiazol-2-yl)-1,1′-biphenyl-4-carboxylic acid and N-methyl-N-(3-methylphenyl)amine using method M. NMR; δH [2H6]—DMSO 7.85,(1H, dd), 7.64,(1H, d), 7.49,(1H, d), 7.34,(2H, d), 7.25,(2H, d), 7.15,(1H, t), 7.04,(1H, s), 7.00-6.94,(2H, m), 3.38,(3H, s), 2.55,(3H, s), 2.20,(3H, s), 2.19,(3H, s). LCMS; retention time 3.50 min, MH+ 398. The reactants are O1CCCC=C1 (dihydropyran), OCCSC=1C=CC=2N(N1)C=CN2 (6-(2-hydroxyethylthio)imidazo[l,2-b]pyridazine), O1CCCC=C1 (dihydropyran), C1(=CC=C(C=C1)S(=O)(=O)[O-])C.[NH+]1=CC=CC=C1 (pyridinium p-toluenesulfonate). Reagents/catalysts: C1(=CC=C(C=C1)S(=O)(=O)[O-])C.[NH+]1=CC=CC=C1 (pyridinium p-toluenesulfonate). Run in ClCCCl (1,2-dichloroethane). Yields the product O1C(CCCC1)OCCSC=1C=CC=2N(N1)C=CN2 (6-[2-(2-tetrahydropyranyloxy)ethylthio]imidazo[l,2-b]pyridazine). The yield is 86.2%. RXN SMILES: [OH:1][CH2:2][CH2:3][S:4][C:5]1[CH:6]=[CH:7][C:8]2[N:9]([CH:11]=[CH:12][N:13]=2)[N:10]=1.[O:14]1[CH:19]=[CH:18][CH2:17][CH2:16][CH2:15]1.C1(C)C=CC(S([O-])(=O)=O)=CC=1.[NH+]1C=CC=CC=1>ClCCCl.C1(C)C=CC(S([O-])(=O)=O)=CC=1.[NH+]1C=CC=CC=1>[O:14]1[CH2:19][CH2:18][CH2:17][CH2:16][CH:15]1[O:1][CH2:2][CH2:3][S:4][C:5]1[CH:6]=[CH:7][C:8]2[N:9]([CH:11]=[CH:12][N:13]=2)[N:10]=1 |f:2.3,5.6|. Procedure: In 30 ml of 1,2-dichloroethane is suspended 1.5 g of 6-(2-hydroxyethylthio)imidazo[l,2-b]pyridazine and with stirring at room temperature, 1.94 g of dihydropyran and 193 mg of pyridinium p-toluenesulfonate are added. The mixture is stirred at 65° C. for 4 hours, after which 1.5 g of dihydropyran and 100 mg of pyridinium p-toluenesulfonate are further added. The mixture is stirred for an additional 4 hours. After cooling, the reaction mixture is washed with 30 ml portions of water three times, dr... As a reaction SMILES: [NH2:1][CH:2]([CH2:8][C:9]1[CH:14]=[CH:13][C:12]([CH3:15])=[C:11]([CH3:16])[CH:10]=1)[C:3]([O:5][CH2:6][CH3:7])=[O:4].[NH:17]1[CH2:22][CH2:21][CH:20]([N:23]2[CH2:32][C:31]3[C:26](=[CH:27][CH:28]=[CH:29][CH:30]=3)[NH:25][C:24]2=[O:33])[CH2:19][CH2:18]1.C1C[O:37][CH2:36]C1>>[CH3:16][C:11]1[CH:10]=[C:9]([CH2:8][CH:2]([NH:1][C:36]([N:17]2[CH2:18][CH2:19][CH:20]([N:23]3[CH2:32][C:31]4[C:26](=[CH:27][CH:28]=[CH:29][CH:30]=4)[NH:25][C:24]3=[O:33])[CH2:21][CH2:22]2)=[O:37])[C:3]([O:5][CH2:6][CH3:7])=[O:4])[CH:14]=[CH:13][C:12]=1[CH3:15]. Reported procedure: 10.0 g (57.9 mmol) CDT were added to the solution of 11.0 g (49.7 mmol) ethyl 2-amino-3-(3,4-dimethyl-phenyl)-propionate in 250 mL THF cooled in the ice bath, stirred for 1 h while cooling with an ice bath and for 1 h at RT. Then 12.7 g (54.7 mmol) 3-piperidin-4-yl-3,4-dihydro-1H-quinazolin-2-one was added, the reaction mixture was refluxed for 2.5 h and evaporated down under reduced pressure. The residue was distributed between saturated NaHCO3 solution and EtOAc and the aqueous phase was extra... Starting materials: ice, NC(C(=O)OCC)CC1=CC(=C(C=C1)C)C (ethyl 2-amino-3-(3,4-dimethyl-phenyl)-propionate), C1CCOC1 (THF), N1CCC(CC1)N1C(NC2=CC=CC=C2C1)=O (3-piperidin-4-yl-3,4-dihydro-1H-quinazolin-2-one). Conditions: time 1 hour. Product: CC=1C=C(C=CC1C)CC(C(=O)OCC)NC(=O)N1CCC(CC1)N1C(NC2=CC=CC=C2C1)=O (ethyl 3-(3,4-dimethyl-phenyl)-2-{[4-(2-oxo-1,4-dihydro-2H-quinazolin-3-yl)-piperidine-1-carbonyl]-amino}-propionate). Starting materials: ClC1=CC=C(C=C1)C1=NC2(CCN(CC2)C(=O)OCC2=CC=CC=C2)C(NC2=C1C=C(C=C2)Cl)=O (5-(4-chlorophenyl)-7-chloro-1'-benzyloxycarbonyl-spiro[1H-1,4-benzodiazepine-3,4'-piperidin]-2(3H)-one), Br (HBr). Run in petroleum. Yields the product ClC=1C=CC2=C(C(=NC3(CCNCC3)C(N2)=O)C2=CC=C(C=C2)Cl)C1 (7-Chloro-5-(4-chlorophenyl)-spiro[1H-1,4-benzodiazepine-3,4'-piperidin]-2(3H)-one). As a reaction SMILES: [Cl:1][C:2]1[CH:7]=[CH:6][C:5]([C:8]2[C:29]3[CH:30]=[C:31]([Cl:34])[CH:32]=[CH:33][C:28]=3[NH:27][C:26](=[O:35])[C:10]3([CH2:15][CH2:14][N:13](C(OCC4C=CC=CC=4)=O)[CH2:12][CH2:11]3)[N:9]=2)=[CH:4][CH:3]=1.Br>>[Cl:34][C:31]1[CH:32]=[CH:33][C:28]2[NH:27][C:26](=[O:35])[C:10]3([CH2:15][CH2:14][NH:13][CH2:12][CH2:11]3)[N:9]=[C:8]([C:5]3[CH:6]=[CH:7][C:2]([Cl:1])=[CH:3][CH:4]=3)[C:29]=2[CH:30]=1. Reported procedure: 8.8 g (0.017 mole) of 5-(4-chlorophenyl)-7-chloro-1'-benzyloxycarbonyl-spiro[1H-1,4-benzodiazepine-3,4'-piperidin]-2(3H)-one are suspended in 150 ml of petroleum either (boiling range: 60°-80° C.), and 10 ml of 38 percent strength HBr/glacial acetic acid solution are added at 20° C., with stirring. The reaction mixture is stirred at room temperature for 6 hours and the crystalline product is filtered off with suction and rinsed with petroleum ether. The product is dissolved in water and the aque...